This data is from the Open Reaction Database (ORD), a public repository of structured organic reaction records. The task is: describe an organic reaction: reactants, conditions, products, and yield Starting materials: CC(C)=O, [Na+], C=C(C)C(C(=O)OCc1ccc(OC)cc1)N1C(=O)C(NC(=O)COc2ccccc2)C1SSc1nc2ccccc2s1, N#CS(=O)(=O)c1ccccc1, O=S([O-])c1ccccc1. Yields the product C=C(C)C(C(=O)OCc1ccc(OC)cc1)N1C(=O)C(NC(=O)COc2ccccc2)C1SS(=O)(=O)c1ccccc1. Reaction SMILES: [CH3:65][C:66](=[O:67])[CH3:68].[Na+:64].[O:1]([c:2]1[cH:3][cH:4][cH:5][cH:6][cH:7]1)[CH2:8][C:9](=[O:10])[NH:11][CH:12]1[C:13](=[O:43])[N:14]([CH:27]([C:28](=[O:29])[O:30][CH2:31][c:32]2[cH:33][cH:34][c:35]([O:38][CH3:39])[cH:36][cH:37]2)[C:40](=[CH2:41])[CH3:42])[CH:15]1[S:16][S:17][c:18]1[s:19][c:20]2[cH:21][cH:22][cH:23][cH:24][c:25]2[n:26]1.[c:44]1([S:50](=[O:51])(=[O:52])[C:53]#[N:54])[cH:45][cH:46][cH:47][cH:48][cH:49]1.[c:55]1([S:56]([O-:57])=[O:58])[cH:59][cH:60][cH:61][cH:62][cH:63]1>>[O:1]([c:2]1[cH:3][cH:4][cH:5][cH:6][cH:7]1)[CH2:8][C:9](=[O:10])[NH:11][CH:12]1[C:13](=[O:43])[N:14]([CH:27]([C:28](=[O:29])[O:30][CH2:31][c:32]2[cH:33][cH:34][c:35]([O:38][CH3:39])[cH:36][cH:37]2)[C:40](=[CH2:41])[CH3:42])[CH:15]1[S:16][S:50]([c:44]1[cH:45][cH:46][cH:47][cH:48][cH:49]1)(=[O:51])=[O:52]. Product: CN(C)CC(=O)Nc1ccc(C2CNCCO2)cc1. As a reaction SMILES: [CH3:1][N:2]([CH2:3][C:4](=[O:5])[NH:6][c:7]1[cH:8][cH:9][c:10]([CH:13]2[O:14][CH2:15][CH2:16][N:17]([CH:19]([c:20]3[cH:21][cH:22][cH:23][cH:24][cH:25]3)[CH3:26])[CH2:18]2)[cH:11][cH:12]1)[CH3:27].[CH3:37][OH:38].[CH:28]([O-:29])=[O:30].[NH4+:31].[O:32]1[CH2:33][CH2:34][CH2:35][CH2:36]1.[OH2:39]>>[CH3:1][N:2]([CH2:3][C:4](=[O:5])[NH:6][c:7]1[cH:8][cH:9][c:10]([CH:13]2[O:14][CH2:15][CH2:16][NH:17][CH2:18]2)[cH:11][cH:12]1)[CH3:27]. Reactants: CC(c1ccccc1)N1CCOC(c2ccc(NC(=O)CN(C)C)cc2)C1, CO, O=C[O-], [NH4+], C1CCOC1, O. Reactants: O=C([O-])[O-], CS(=O)(=O)OCc1cc([N+](=O)[O-])ccc1Br, CCOC(C)=O, CCCCCC, NCc1cc(C(F)(F)F)cc(C(F)(F)F)c1, [K+], [K+], CN(C)C=O, O. Yields the product O=[N+]([O-])c1ccc(Br)c(CNCc2cc(C(F)(F)F)cc(C(F)(F)F)c2)c1. Reaction SMILES: [C:33](=[O:34])([O-:35])[O-:36].[CH3:1][S:2]([O:3][CH2:6][c:7]1[c:8]([Br:16])[cH:9][cH:10][c:11]([N+:13](=[O:14])[O-:15])[cH:12]1)(=[O:4])=[O:5].[CH3:39][CH2:40][O:41][C:42]([CH3:43])=[O:44].[CH3:45][CH2:46][CH2:47][CH2:48][CH2:49][CH3:50].[F:17][C:18]([c:19]1[cH:20][c:21]([CH2:22][NH2:23])[cH:24][c:25]([C:27]([F:28])([F:29])[F:30])[cH:26]1)([F:31])[F:32].[K+:37].[K+:38].[O:51]=[CH:52][N:53]([CH3:54])[CH3:55].[OH2:56]>>[CH2:6]([c:7]1[c:8]([Br:16])[cH:9][cH:10][c:11]([N+:13](=[O:14])[O-:15])[cH:12]1)[NH:23][CH2:22][c:21]1[cH:20][c:19]([C:18]([F:17])([F:31])[F:32])[cH:26][c:25]([C:27]([F:28])([F:29])[F:30])[cH:24]1. Reactants: IC1=C(C=CC=C1)CC#N ((2-iodo-phenyl)-acetonitrile), FC1=C(C=CC=C1F)B(O)O (2,3-difluorophenylboronic acid), C(=O)([O-])[O-].[Cs+].[Cs+] (Cs2CO3). Reagents/catalysts: C=1C=CC(=CC1)[P](C=2C=CC=CC2)(C=3C=CC=CC3)[Pd]([P](C=4C=CC=CC4)(C=5C=CC=CC5)C=6C=CC=CC6)([P](C=7C=CC=CC7)(C=8C=CC=CC8)C=9C=CC=CC9)[P](C=1C=CC=CC1)(C=1C=CC=CC1)C=1C=CC=CC1 (tetrakis(triphenylphosphine)palladium). Run in CO (methanol), C1(=CC=CC=C1)C (toluene). Product: FC1=C(C=CC=C1F)C1=C(C=CC=C1)CC#N ((2′,3′-Difluoro-biphenyl-2-yl)-acetonitrile). RXN SMILES: I[C:2]1[CH:7]=[CH:6][CH:5]=[CH:4][C:3]=1[CH2:8][C:9]#[N:10].[F:11][C:12]1[C:17]([F:18])=[CH:16][CH:15]=[CH:14][C:13]=1B(O)O.C([O-])([O-])=O.[Cs+].[Cs+]>CO.C1(C)C=CC=CC=1.C1C=CC([P]([Pd]([P](C2C=CC=CC=2)(C2C=CC=CC=2)C2C=CC=CC=2)([P](C2C=CC=CC=2)(C2C=CC=CC=2)C2C=CC=CC=2)[P](C2C=CC=CC=2)(C2C=CC=CC=2)C2C=CC=CC=2)(C2C=CC=CC=2)C2C=CC=CC=2)=CC=1>[F:11][C:12]1[C:17]([F:18])=[CH:16][CH:15]=[CH:14][C:13]=1[C:2]1[CH:7]=[CH:6][CH:5]=[CH:4][C:3]=1[CH2:8][C:9]#[N:10] |f:2.3.4,^1:40,42,61,80|. Reported procedure: To a suspension of (2-iodo-phenyl)-acetonitrile (Aldrich, 2.4 g, 10 mmol) and 2,3-difluorophenylboronic acid (Aldrich, 2.4 g, 15 mmol) in anhydrous methanol (10 mL) and toluene (20 mL) was added Cs2CO3 (9.8 g, 30 mmol). The mixture was degassed with nitrogen, followed by the addition of tetrakis(triphenylphosphine)palladium (1.2 g, 1 mmol). Reactants: Nc1ncnn2c(C3CN(Cc4ccccc4)CCO3)cc(Br)c12, CC1(C)OB(c2ccc3cn(Cc4ccccc4)nc3c2)OC1(C)C, [K+], [K+], [K+], CN(C)C=O, O, O=P([O-])([O-])[O-], c1ccc(P(c2ccccc2)(c2ccccc2)[Pd](P(c2ccccc2)(c2ccccc2)c2ccccc2)(P(c2ccccc2)(c2ccccc2)c2ccccc2)P(c2ccccc2)(c2ccccc2)c2ccccc2)cc1. As a reaction SMILES: [CH2:1]([c:2]1[cH:3][cH:4][cH:5][cH:6][cH:7]1)[N:8]1[CH2:9][CH:10]([c:14]2[cH:15][c:16]([Br:24])[c:17]3[c:18]([NH2:23])[n:19][cH:20][n:21][n:22]23)[O:11][CH2:12][CH2:13]1.[CH2:25]([c:26]1[cH:27][cH:28][cH:29][cH:30][cH:31]1)[n:32]1[n:33][c:34]2[cH:35][c:36]([B:41]3[O:42][C:43]([CH3:44])([CH3:45])[C:46]([CH3:47])([CH3:48])[O:49]3)[cH:37][cH:38][c:39]2[cH:40]1.[K+:55].[K+:56].[K+:57].[O:59]=[CH:60][N:61]([CH3:62])[CH3:63].[OH2:58].[P:50]([O-:51])([O-:52])([O-:53])=[O:54].[cH:64]1[cH:65][cH:66][c:67]([P:68]([Pd:69]([P:70]([c:71]2[cH:72][cH:73][cH:74][cH:75][cH:76]2)([c:77]2[cH:78][cH:79][cH:80][cH:81][cH:82]2)[c:83]2[cH:84][cH:85][cH:86][cH:87][cH:88]2)([P:89]([c:90]2[cH:91][cH:92][cH:93][cH:94][cH:95]2)([c:96]2[cH:97][cH:98][cH:99][cH:100][cH:101]2)[c:102]2[cH:103][cH:104][cH:105][cH:106][cH:107]2)[P:108]([c:109]2[cH:110][cH:111][cH:112][cH:113][cH:114]2)([c:115]2[cH:116][cH:117][cH:118][cH:119][cH:120]2)[c:121]2[cH:122][cH:123][cH:124][cH:125][cH:126]2)([c:127]2[cH:128][cH:129][cH:130][cH:131][cH:132]2)[c:133]2[cH:134][cH:135][cH:136][cH:137][cH:138]2)[cH:139][cH:140]1>>[CH2:1]([c:2]1[cH:3][cH:4][cH:5][cH:6][cH:7]1)[N:8]1[CH2:9][CH:10]([c:14]2[cH:15][c:16](-[c:36]3[cH:35][c:34]4[n:33][n:32]([CH2:25][c:26]5[cH:27][cH:28][cH:29][cH:30][cH:31]5)[cH:40][c:39]4[cH:38][cH:37]3)[c:17]3[c:18]([NH2:23])[n:19][cH:20][n:21][n:22]23)[O:11][CH2:12][CH2:13]1. Yields the product Nc1ncnn2c(C3CN(Cc4ccccc4)CCO3)cc(-c3ccc4cn(Cc5ccccc5)nc4c3)c12. Starting materials: C1(=CC=CC=C1)NC1=C(SC=2N(C(C=CC21)=O)C2=CC=CC=C2)C(=O)OCC (Ethyl 3-(phenylamino)-6-oxo-7-phenyl-6,7-dihydrothieno[2,3-b]pyridine-2-carboxylate), O.NN (hydrazine hydrate), C(=O)(O)[O-].[Na+] (NaHCO3). The solvent is C(C)OC(C)O (ethoxyethanol). Conditions: temperature 120 celsius. The product is N(C1=CC=CC=C1)C1=C(SC=2N(C(C=CC21)=O)C2=CC=CC=C2)C(=O)NN (3-Anilino-6-oxo-7-phenyl-6,7-dihydrothieno[2,3-b]pyridine-2-carbohydrazide). Isolated yield 46.0%. As a reaction SMILES: [C:1]1([NH:7][C:8]2[C:16]3[CH:15]=[CH:14][C:13](=[O:17])[N:12]([C:18]4[CH:23]=[CH:22][CH:21]=[CH:20][CH:19]=4)[C:11]=3[S:10][C:9]=2C(OCC)=O)[CH:6]=[CH:5][CH:4]=[CH:3][CH:2]=1.O.[NH2:30][NH2:31].[C:32]([O-:35])(O)=O.[Na+]>C(OC(O)C)C>[NH:7]([C:8]1[C:16]2[CH:15]=[CH:14][C:13](=[O:17])[N:12]([C:18]3[CH:23]=[CH:22][CH:21]=[CH:20][CH:19]=3)[C:11]=2[S:10][C:9]=1[C:32]([NH:30][NH2:31])=[O:35])[C:1]1[CH:6]=[CH:5][CH:4]=[CH:3][CH:2]=1 |f:1.2,3.4|. Procedure details: To a stirred solution of Example 1 (200 mg, 0.5 mmol) in ethoxyethanol (5 mL) was added hydrazine hydrate (1.5 mmol). The reaction mixture was heated to 120° C. for 6 h. Upon cooling the reaction mixture was poured into sat NaHCO3 aq and extracted with DCM (×2). The combined organic fractions were dried (MgSO4) and concentrated in vacuo. Purification by flash column chromatography (silica, 5% EtOH in DCM) gave the title compound (86 mg, 46%). δH (CDCl3) 8.76 (1H, br s), 8.60 (1H, br s), 7.55-7.7...